Dataset: the Open Reaction Database (ORD), a public repository of structured organic reaction records. Task: describe an organic reaction: reactants, conditions, products, and yield Starting materials: BrC=1C=C(NC=2C3=C(N=CN2)N=C(C=C3)F)C=CC1 (4-(3-bromoanilino)-7-fluoropyrido[2,3-d]pyrimidine), C[O-].[Na+] (sodium methoxide), O (water). Run in CO (MeOH). Yields the product BrC=1C=C(NC=2C3=C(N=CN2)N=C(C=C3)OC)C=CC1 (4-(3-bromoanilino)-7-methoxypyrido[2,3-d]pyrimidine). The yield is 85.7%. Reaction SMILES: [Br:1][C:2]1[CH:3]=[C:4]([CH:17]=[CH:18][CH:19]=1)[NH:5][C:6]1[C:7]2[CH:15]=[CH:14][C:13](F)=[N:12][C:8]=2[N:9]=[CH:10][N:11]=1.[CH3:20][O-:21].[Na+].O>CO>[Br:1][C:2]1[CH:3]=[C:4]([CH:17]=[CH:18][CH:19]=1)[NH:5][C:6]1[C:7]2[CH:15]=[CH:14][C:13]([O:21][CH3:20])=[N:12][C:8]=2[N:9]=[CH:10][N:11]=1 |f:1.2|. Reported procedure: A solution of 4-(3-bromoanilino)-7-fluoropyrido[2,3-d]pyrimidine (0.26 g, 0.81 mmol) and sodium methoxide (prepared from 75 mg of sodium, 3.26 mmol) in dry MeOH (15 mL) is heated at 90° C. in a pressure vessel for 18 h. The mixture is poured into water and extracted with EtOAc to give 4-(3-bromoanilino)-7-methoxypyrido[2,3-d]pyrimidine (0.23 g, 86%). 1H NMR (DMSO) δ 9.88 (1H, brs), 8.82 (1H, d, J=8.9 Hz), 8.71 (1H, s), 8.18 (1H, dd, J=8.0, 1,9 Hz), 7.36 (1H, dd, J=8.1, 8.0 Hz), 7.29 (1H, ddd, J=...